describe an organic reaction: reactants, conditions, products, and yield From a dataset of the Open Reaction Database (ORD), a public repository of structured organic reaction records. Procedure details: The compound (153 mg, 0.201 mmol) obtained in Example 89d was dissolved in 2 N hydrochloric acid-methanol (2.01 mL, 4.01 mmol), and the mixture was stirred at room temperature for 2 hours. Toluene was added to the reaction mixture, the solvent was evaporated under reduced pressure, the resulting residue was dissolved in ethyl acetate, and the mixture was adjusted to pH 10 with a 1 N aqueous sodium hydroxide solution. The mixture was extracted with ethyl acetate (×2) and dried with anhydrous sodi... As a reaction SMILES: [C:1]1([C:50]2[CH:55]=[CH:54][CH:53]=[CH:52][CH:51]=2)[CH:6]=[CH:5][CH:4]=[CH:3][C:2]=1[NH:7][C:8](=[O:49])[O:9][CH:10]1[CH2:15][CH2:14][N:13]([CH2:16][CH2:17][N:18]([C:20](=[O:48])[CH2:21][CH2:22][CH2:23][CH2:24][CH2:25][NH:26][C:27]2[S:28][C:29]([C:33](=[O:47])[N:34]([CH2:36][CH2:37][N:38](C(OC(C)(C)C)=O)[CH3:39])[CH3:35])=[C:30]([CH3:32])[CH:31]=2)[CH3:19])[CH2:12][CH2:11]1.Cl.CO>C1(C)C=CC=CC=1>[C:1]1([C:50]2[CH:55]=[CH:54][CH:53]=[CH:52][CH:51]=2)[CH:6]=[CH:5][CH:4]=[CH:3][C:2]=1[NH:7][C:8](=[O:49])[O:9][CH:10]1[CH2:11][CH2:12][N:13]([CH2:16][CH2:17][N:18]([CH3:19])[C:20](=[O:48])[CH2:21][CH2:22][CH2:23][CH2:24][CH2:25][NH:26][C:27]2[S:28][C:29]([C:33](=[O:47])[N:34]([CH3:35])[CH2:36][CH2:37][NH:38][CH3:39])=[C:30]([CH3:32])[CH:31]=2)[CH2:14][CH2:15]1 |f:1.2|. Run at time 2 hour. The yield is 89.7%. The product is C1(=C(C=CC=C1)NC(OC1CCN(CC1)CCN(C(CCCCCNC=1SC(=C(C1)C)C(N(CCNC)C)=O)=O)C)=O)C1=CC=CC=C1 (1-[2-(Methyl{6-[(4-methyl-5-{methyl[2-(methylamino)ethyl]carbamoyl}thiophen-2-yl)amino]hexanoyl}amino)ethyl]piperidin-4-yl biphenyl-2-ylcarbamate). The reactants are C1(=C(C=CC=C1)NC(OC1CCN(CC1)CCN(C)C(CCCCCNC=1SC(=C(C1)C)C(N(C)CCN(C)C(=O)OC(C)(C)C)=O)=O)=O)C1=CC=CC=C1 (1-(2-{[6-({5-[{2-([tert-Butoxycarbonyl)(methyl)amino]ethyl}(methyl)carbamoyl]-4-methylthiophen-2-yl}amino)hexanoyl](methyl)amino}ethyl)piperidin-4-yl biphenyl-2-ylcarbamate), Cl.CO (hydrochloric acid methanol). Solvent: C1(=CC=CC=C1)C (Toluene). Reactants: [BH3-]C#N, CO, COc1cc2ncnc(Nc3cccc(Cl)c3F)c2cc1CNC1CCCNC1=O, [Mg+2], [Na+], O=S(=O)([O-])[O-]. Product: COc1cc2ncnc(Nc3cccc(Cl)c3F)c2cc1CN(C)C1CCCNC1=O. RXN SMILES: [C:37]([BH3-:38])#[N:39].[CH3:41][OH:42].[Cl:1][c:2]1[c:3]([F:30])[c:4]([NH:8][c:9]2[n:10][cH:11][n:12][c:13]3[cH:14][c:15]([O:28][CH3:29])[c:16]([CH2:19][NH:20][CH:21]4[C:22](=[O:27])[NH:23][CH2:24][CH2:25][CH2:26]4)[cH:17][c:18]23)[cH:5][cH:6][cH:7]1.[Mg+2:31].[Na+:40].[O-:32][S:33](=[O:34])(=[O:35])[O-:36]>>[Cl:1][c:2]1[c:3]([F:30])[c:4]([NH:8][c:9]2[n:10][cH:11][n:12][c:13]3[cH:14][c:15]([O:28][CH3:29])[c:16]([CH2:19][N:20]([CH:21]4[C:22](=[O:27])[NH:23][CH2:24][CH2:25][CH2:26]4)[CH3:37])[cH:17][c:18]23)[cH:5][cH:6][cH:7]1. Reactants: CI, O=C(c1ccc(N2C(=O)OCC2CO)nc1)N1CCN(c2ncc(C3CC3)cc2C2CC2)CC1. Product: COCC1COC(=O)N1c1ccc(C(=O)N2CCN(c3ncc(C4CC4)cc3C3CC3)CC2)cn1. Reaction SMILES: [CH3:35][I:36].[CH:1]1([c:4]2[c:5]([N:13]3[CH2:14][CH2:15][N:16]([C:19](=[O:20])[c:21]4[cH:22][cH:23][c:24]([N:27]5[C:28](=[O:34])[O:29][CH2:30][CH:31]5[CH2:32][OH:33])[n:25][cH:26]4)[CH2:17][CH2:18]3)[n:6][cH:7][c:8]([CH:10]3[CH2:11][CH2:12]3)[cH:9]2)[CH2:2][CH2:3]1>>[CH:1]1([c:4]2[c:5]([N:13]3[CH2:14][CH2:15][N:16]([C:19](=[O:20])[c:21]4[cH:22][cH:23][c:24]([N:27]5[C:28](=[O:34])[O:29][CH2:30][CH:31]5[CH2:32][O:33][CH3:35])[n:25][cH:26]4)[CH2:17][CH2:18]3)[n:6][cH:7][c:8]([CH:10]3[CH2:11][CH2:12]3)[cH:9]2)[CH2:2][CH2:3]1. Reactants: NC1=NNC=C1C#N (3-aminopyrazole-4-carbonitrile), CN(C=CC(=O)C1=CC=CC=C1)C (3-dimethylaminoacrylophenone). Run in C(C)(=O)O (acetic acid). The product is C1(=CC=CC=C1)C1=CC=NC=2N1N=CC2C#N (7-Phenylpyrazolo[1,5-a]pyrimidine-3-carbonitrile). As a reaction SMILES: [NH2:1][C:2]1[C:6]([C:7]#[N:8])=[CH:5][NH:4][N:3]=1.CN(C)[CH:11]=[CH:12][C:13]([C:15]1[CH:20]=[CH:19][CH:18]=[CH:17][CH:16]=1)=O>C(O)(=O)C>[C:15]1([C:13]2[N:3]3[N:4]=[CH:5][C:6]([C:7]#[N:8])=[C:2]3[N:1]=[CH:11][CH:12]=2)[CH:20]=[CH:19][CH:18]=[CH:17][CH:16]=1. Reported procedure: A reaction mixture comprising 4.32 g. of 3-aminopyrazole-4-carbonitrile, 7.0 g. of 3-dimethylaminoacrylophenone and 25 ml. of glacial acetic acid is refluxed for 7 hours. The mixture is evaporated and the residue is treated as described in Example 1, giving the desired product, m.p. 230°-232° C. Reactants: [OH-].[Na+] (sodium hydroxide), ClC1=C(C(=O)OC)C=CC(=C1C1=NOCC1)S(=O)(=O)C (methyl 2-chloro-3-(4,5-dihydroisoxazol-3-yl)-4-methylsulfonylbenzoate). Solvent: CO (methanol), CO (methanol). Reaction conditions: temperature 50 celsius, time 5 hour. Yields the product ClC1=C(C(=O)O)C=CC(=C1C1=NOCC1)S(=O)(=O)C (2-chloro-3-(4,5-dihydroisoxazol-3-yl)-4-methylsulfonylbenzoic acid). The yield is 90.7%. RXN SMILES: [OH-].[Na+].[Cl:3][C:4]1[C:13]([C:14]2[CH2:18][CH2:17][O:16][N:15]=2)=[C:12]([S:19]([CH3:22])(=[O:21])=[O:20])[CH:11]=[CH:10][C:5]=1[C:6]([O:8]C)=[O:7]>CO>[Cl:3][C:4]1[C:13]([C:14]2[CH2:18][CH2:17][O:16][N:15]=2)=[C:12]([S:19]([CH3:22])(=[O:21])=[O:20])[CH:11]=[CH:10][C:5]=1[C:6]([OH:8])=[O:7] |f:0.1|. Procedure: At 40-45° C., a solution of 32.8 g of sodium hydroxide in 330 ml of methanol was slowly added dropwise to a mixture of 170.0 g (0.54 mol) of methyl 2-chloro-3-(4,5-dihydroisoxazol-3-yl)-4-methylsulfonylbenzoate and 1 l of methanol. The suspension was stirred at 50° C. for 5 hours. The solvent was distilled off, the residue was taken up in 1.5 1 of water and the aqueous phase was extracted three times with ethyl acetate. The aqueous phase was acidified with hydrochloric acid and extracted three t... Reactants: TRIS-HCl, C(C)(=O)[O-] (acetate), CCC1(C(=O)NC(=O)NC1=O)CC.Cl.C(C)(=O)[O-].[Na+] (Veronal sodium acetate-HCl), B([O-])([O-])[O-] (borate), P(=O)([O-])([O-])[O-] (phosphate), C([O-])([O-])=O.C([O-])(O)=O (carbonate bicarbonate), NCC(=O)O.[OH-].[Na+] (glycine NaOH). The product is C(CN(CC(=O)O)CC(=O)O)N(CC(=O)O)CC(=O)O (EDTA). RXN SMILES: [C:1]([O-:4])(=[O:3])[CH3:2].P([O-])([O-])([O-])=O.[C:10](=[O:13])([O-:12])[O-].C(=O)(O)[O-].CC[C:20]1(CC)C(=O)N[C:24](=O)[NH:23][C:21]1=O.Cl.[C:32]([O-:35])(=[O:34])[CH3:33].[Na+].[NH2:37][CH2:38][C:39]([OH:41])=[O:40].[OH-].[Na+].B([O-])([O-])[O-]>>[CH2:21]([N:23]([CH2:33][C:32]([OH:35])=[O:34])[CH2:24][C:10]([OH:12])=[O:13])[CH2:20][N:37]([CH2:38][C:39]([OH:41])=[O:40])[CH2:2][C:1]([OH:4])=[O:3] |f:2.3,4.5.6.7,8.9.10|. Procedure details: Any buffer providing the desired pH which does not interfere the measurement of enzyme activity is suitable for use in the present invention. However, more specifically, a conventional acetate buffer can be used to provide a pH of 6.0 or less; a conventional phosphate buffer can be used to provide a pH of from 5.5 to 9.5; a carbonate-bicarbonate buffer (e.g., K2CO3 --NaHCO3) buffer can be used to provide a pH of from 8.5 to 11.0; a conventional Britton-Robinson buffer can be used to provide a pH...